This data is from the Open Reaction Database (ORD), a public repository of structured organic reaction records. The task is: describe an organic reaction: reactants, conditions, products, and yield Starting materials: C1(O)=CC=C(O)C=C1 (hydroquinone), C(C=C)N (allyl amine). Product: C=N.C12C=CC(CC1)C2 (norbornene methylene amine). Reaction SMILES: [C:1]1([CH:8]=[CH:7][C:5](O)=[CH:4][CH:3]=1)O.[CH2:9]([NH2:12])C=C>>[CH2:9]=[NH:12].[CH:1]12[CH2:9][CH:5]([CH2:7][CH2:8]1)[CH:4]=[CH:3]2 |f:2.3|. Reported procedure: The norbornene derivative of norbornene methylene amine (NBMA) is mainly produced by the reaction of cyclopentadiene (66 g) and allyl amine (50 g). The required reaction condition of the Diels-Alder reaction in the invention is usually controlled at 180° C. for 8 hrs in the presence of hydroquinone (1 g) as a inhibitor. The boiling point of allyl amine is 55-58° C., so the reaction needs to be carried out in autocalve. The resulting solution is distilled under vacuum to obtain norbornene methyle... The product is CC=1NC2=CC=CC=C2C1CCC(=O)N1CCN(CC1)C1=CC=CC=C1 (1-[β-(2-methyl-3-indolyl)propionyl]-4-phenylpiperazine). Procedure: To a solution of 10.8 g of phenylhydrazine in 100 ml of 30 % aqueous acetic acid was added 27.4 g of 1-(γ-acetylbutyryl)-4-phenylpiperazine and the resulting mixture was stirred for 30 minutes at room temperature. The precipitate was filtered, and washed with water. The precipitate was added to 180 ml of 5 % ethanolic hydrogen chloride, and the mixture was heated under reflux for 4 hours. The solvent was distilled off under reduced pressure to the residue, to which was added 100 ml of water. The... Reaction conditions: time 30 minute. Run in C(C)(=O)O (acetic acid). Reaction SMILES: [C:1]1([NH:7]N)[CH:6]=[CH:5][CH:4]=[CH:3][CH:2]=1.[C:9]([CH2:12][CH2:13][CH2:14][C:15]([N:17]1[CH2:22][CH2:21][N:20]([C:23]2[CH:28]=[CH:27][CH:26]=[CH:25][CH:24]=2)[CH2:19][CH2:18]1)=[O:16])(=O)[CH3:10]>C(O)(=O)C>[CH3:10][C:9]1[NH:7][C:1]2[C:6]([C:12]=1[CH2:13][CH2:14][C:15]([N:17]1[CH2:22][CH2:21][N:20]([C:23]3[CH:24]=[CH:25][CH:26]=[CH:27][CH:28]=3)[CH2:19][CH2:18]1)=[O:16])=[CH:5][CH:4]=[CH:3][CH:2]=2. The reactants are C1(=CC=CC=C1)NN (phenylhydrazine), C(C)(=O)CCCC(=O)N1CCN(CC1)C1=CC=CC=C1 (1-(γ-acetylbutyryl)-4-phenylpiperazine). Starting materials: Nc1cc([N+](=O)[O-])ccc1Br, [Na+], [Na+], O=C([O-])[O-], Cc1ccccc1B(O)O, c1ccccc1. Product: Cc1ccccc1-c1ccc([N+](=O)[O-])cc1N. Reaction SMILES: [Br:1][c:2]1[c:3]([NH2:4])[cH:5][c:6]([N+:9](=[O:10])[O-:11])[cH:7][cH:8]1.[Na+:12].[Na+:13].[O-:14][C:15](=[O:16])[O-:17].[c:18]1([CH3:27])[c:19]([B:24]([OH:25])[OH:26])[cH:20][cH:21][cH:22][cH:23]1.[cH:28]1[cH:29][cH:30][cH:31][cH:32][cH:33]1>>[c:2]1(-[c:19]2[c:18]([CH3:27])[cH:23][cH:22][cH:21][cH:20]2)[c:3]([NH2:4])[cH:5][c:6]([N+:9](=[O:10])[O-:11])[cH:7][cH:8]1. The reactants are ClC1=NN=C(C2=CC(=CC=C12)NCC1=CC(=CC=C1)C(F)(F)F)Cl ((1,4-Dichloro-phthalazin-6-yl)-(3-trifluoromethyl-benzyl)-amine), [OH-].[Na+] (NaOH), O1CCOCC1 (dioxane), Cl (HCl). The solvent is O (water). Run at temperature 85 celsius. Yields the product ClC1=NN=C(C2=CC(=CC=C12)NCC1=CC(=CC=C1)C(F)(F)F)O (4-chloro-7-(3-trifluoromethyl-benzylamino)-phthalazin-1-ol). RXN SMILES: [Cl:1][C:2]1[C:11]2[C:6](=[CH:7][C:8]([NH:12][CH2:13][C:14]3[CH:19]=[CH:18][CH:17]=[C:16]([C:20]([F:23])([F:22])[F:21])[CH:15]=3)=[CH:9][CH:10]=2)[C:5](Cl)=[N:4][N:3]=1.[OH-].[Na+].[O:27]1CCOCC1.Cl>O>[Cl:1][C:2]1[C:11]2[C:6](=[CH:7][C:8]([NH:12][CH2:13][C:14]3[CH:19]=[CH:18][CH:17]=[C:16]([C:20]([F:23])([F:22])[F:21])[CH:15]=3)=[CH:9][CH:10]=2)[C:5]([OH:27])=[N:4][N:3]=1 |f:1.2|. Reported procedure: A mixture of (1,4-Dichloro-phthalazin-6-yl)-(3-trifluoromethyl-benzyl)-amine (39 mg, 0.105 mmol), 2N NaOH (0.52 mL, 1.05 mmol) and dioxane (3 mL) was heated to 85° C. for 64 hours. The reaction was diluted with water, acidified with conc. HCl to ˜pH 4 and extracted with EtOAc (×3). The combined organic phase was washed with brine, dried (Na2SO4) and concentrated. Chromatography (Hex/EtOAc) afforded 4-chloro-7-(3-trifluoromethyl-benzylamino)-phthalazin-1-ol (13 mg), 1H NMR (600 MHz, CDCl3) δ: 4.3... Starting materials: CC(=O)[O-], CC1(C)OCC(CO)(C2CCCCC2)CO1, ClCCl, [Na+], O=[Cr](=O)([O-])Cl, c1cc[nH+]cc1. Product: CC1(C)OCC(C=O)(C2CCCCC2)CO1. As a reaction SMILES: [CH3:29][C:30](=[O:31])[O-:32].[CH:1]1([C:7]2([CH2:15][OH:16])[CH2:8][O:9][C:10]([CH3:13])([CH3:14])[O:11][CH2:12]2)[CH2:2][CH2:3][CH2:4][CH2:5][CH2:6]1.[Cl:33][CH2:34][Cl:35].[Na+:28].[O:17]=[Cr:18]([Cl:19])([O-:20])=[O:21].[nH+:22]1[cH:23][cH:24][cH:25][cH:26][cH:27]1>>[CH:1]1([C:7]2([CH:15]=[O:16])[CH2:8][O:9][C:10]([CH3:13])([CH3:14])[O:11][CH2:12]2)[CH2:2][CH2:3][CH2:4][CH2:5][CH2:6]1. The reactants are C(C)N(C(=O)Cl)CC (Diethylcarbamoyl chloride), N1N=C(N=C1)S(=O)(=O)CC1CCCC1 (cyclopentylmethyl 1,2,4-triazol-3-yl sulfone), Cl (hydrochloric acid). Run in N1=CC=CC=C1 (pyridine). Run at time 8 hour. The product is C1(CCCC1)CS(=O)(=O)C1=NN(C=N1)C(=O)N(CC)CC (3-(cyclopentylmethylsulfonyl)-N,N-diethyl-1,2,4-triazole-1-carboxamide). Isolated yield 98.5%. RXN SMILES: [CH2:1]([N:3]([CH2:7][CH3:8])[C:4](Cl)=[O:5])[CH3:2].[NH:9]1[CH:13]=[N:12][C:11]([S:14]([CH2:17][CH:18]2[CH2:22][CH2:21][CH2:20][CH2:19]2)(=[O:16])=[O:15])=[N:10]1.Cl>N1C=CC=CC=1>[CH:18]1([CH2:17][S:14]([C:11]2[N:12]=[CH:13][N:9]([C:4]([N:3]([CH2:7][CH3:8])[CH2:1][CH3:2])=[O:5])[N:10]=2)(=[O:16])=[O:15])[CH2:19][CH2:20][CH2:21][CH2:22]1. Procedure: Diethylcarbamoyl chloride (0.65 ml; 5.08 mmol) was added to cyclopentylmethyl 1,2,4-triazol-3-yl sulfone (1.00 g; 4.65 mmol) in dry pyridine (5 ml) under dry nitrogen, and the solution stirred at room temperature overnight. The resulting mixture was poured into 2M hydrochloric acid (20 ml) at 3° C. and the mixture extracted into ethyl acetate (3×30 ml). The extracts were combined, dried (Na2SO4), filtered and evaporated, to afford 3-(cyclopentylmethylsulfonyl)-N,N-diethyl-1,2,4-triazole-1-carbox... Reactants: CC(=O)N1CCC(O)(C(C)=O)CC1, CCOC(C)=O, C=CCOC(=O)Cl, Cl, [KH], C1CCOC1, O. The product is C=CCOC(=O)N1CCC(O)(C(C)=O)CC1. RXN SMILES: [C:1]([CH3:2])(=[O:3])[N:4]1[CH2:5][CH2:6][C:7]([OH:10])([C:11]([CH3:12])=[O:13])[CH2:8][CH2:9]1.[CH3:29][CH2:30][O:31][C:32](=[O:33])[CH3:34].[Cl:14][C:15](=[O:16])[O:17][CH2:18][CH:19]=[CH2:20].[ClH:22].[KH:21].[O:23]1[CH2:24][CH2:25][CH2:26][CH2:27]1.[OH2:28]>>[C:1](=[O:3])([N:4]1[CH2:5][CH2:6][C:7]([OH:10])([C:11]([CH3:12])=[O:13])[CH2:8][CH2:9]1)[O:17][CH2:18][CH:19]=[CH2:20]. Starting materials: C1(CC1)NC=C(C(=O)OCC)C(C1=C(C(=C(C(=C1N)F)F)OC(F)F)F)=O (ethyl 3-cyclopropylamino-2-(6-amino-3-difluoromethoxy-2,4,5-trifluorobenzoyl)acrylate), [H-].[Na+] (sodium hydride), Cl (hydrochloric acid). Reaction conditions: time 30 minute. RXN SMILES: [CH:1]1([NH:4][CH:5]=[C:6]([C:12](=[O:27])[C:13]2[C:18]([NH2:19])=[C:17]([F:20])[C:16]([F:21])=[C:15]([O:22][CH:23]([F:25])[F:24])[C:14]=2F)[C:7]([O:9][CH2:10][CH3:11])=[O:8])[CH2:3][CH2:2]1.[H-].[Na+].Cl>O1CCCC1>[NH2:19][C:18]1[C:17]([F:20])=[C:16]([F:21])[C:15]([O:22][CH:23]([F:25])[F:24])=[C:14]2[C:13]=1[C:12](=[O:27])[C:6]([C:7]([O:9][CH2:10][CH3:11])=[O:8])=[CH:5][N:4]2[CH:1]1[CH2:3][CH2:2]1 |f:1.2|. Solvent: O1CCCC1 (tetrahydrofuran). Yields the product NC1=C2C(C(=CN(C2=C(C(=C1F)F)OC(F)F)C1CC1)C(=O)OCC)=O (ethyl 5-amino-1-cyclopropyl-8-difluoromethoxy-6,7-difluoro-1,4-dihydro-4-oxoquinoline-3-carboxylate). Procedure details: The whole of the ethyl 3-cyclopropylamino-2-(6-amino-3-difluoromethoxy-2,4,5-trifluorobenzoyl)acrylate prepared as described above was dissolved in 340 ml of tetrahydrofuran, and 3.82 g (0.096 mole) of a 60% w/w dispersion of sodium hydride in mineral oil were added slowly to the resulting solution, whilst ice-cooling. The mixture was then stirred at the same temperature for 30 minutes, and then at room temperature for a further 1 hour. At the end of this time, the reaction mixture was acidified... Starting materials: ClC=1C=C(C(=C(CC=2C(=C(C(=O)OCC=3CS[C@H]4N(C3C(=O)OC(C)(C)C)C(C4NC(COC4=CC=CC=C4)=O)=O)C=CC2)O)C1)O)CC1=C(C=CC=C1)O (tert-Butyl 3-{3-[5-Chloro-2-hydroxy-3-(2-hydroxybenzyl)benzyl]-2-hydroxybenzoyloxymethyl}7-phenoxyacetamido-3-cephem-4-carboxylate), C(Cl)(Cl)(Cl)Cl (CCl4). Run in C(F)(F)(F)C(=O)O (CF3CO2H), C(Cl)Cl (CH2Cl2). Yields the product ClC=1C=C(C(=C(CC=2C(=C(C(=O)OCC=3CS[C@H]4N(C3C(=O)O)C(C4NC(COC4=CC=CC=C4)=O)=O)C=CC2)O)C1)O)CC1=C(C=CC=C1)O (3-{3-[5-Chloro-2-hydroxy-3-(2-hydroxybenzyl)benzyl]-2-hydroxy-benzoyloxymethyl}-7-phenoxyacetamido-3-cephem-4-carboxylic Acid). Isolated yield 90.0%. RXN SMILES: [Cl:1][C:2]1[CH:3]=[C:4]([CH2:48][C:49]2[CH:54]=[CH:53][CH:52]=[CH:51][C:50]=2[OH:55])[C:5]([OH:47])=[C:6]([CH:46]=1)[CH2:7][C:8]1[C:9]([OH:45])=[C:10]([CH:42]=[CH:43][CH:44]=1)[C:11]([O:13][CH2:14][C:15]1[CH2:16][S:17][C@@H:18]2[CH:29]([NH:30][C:31](=[O:40])[CH2:32][O:33][C:34]3[CH:39]=[CH:38][CH:37]=[CH:36][CH:35]=3)[C:28](=[O:41])[N:19]2[C:20]=1[C:21]([O:23]C(C)(C)C)=[O:22])=[O:12].C(Cl)(Cl)(Cl)Cl>C(C(O)=O)(F)(F)F.C(Cl)Cl>[Cl:1][C:2]1[CH:3]=[C:4]([CH2:48][C:49]2[CH:54]=[CH:53][CH:52]=[CH:51][C:50]=2[OH:55])[C:5]([OH:47])=[C:6]([CH:46]=1)[CH2:7][C:8]1[C:9]([OH:45])=[C:10]([CH:42]=[CH:43][CH:44]=1)[C:11]([O:13][CH2:14][C:15]1[CH2:16][S:17][C@@H:18]2[CH:29]([NH:30][C:31](=[O:40])[CH2:32][O:33][C:34]3[CH:39]=[CH:38][CH:37]=[CH:36][CH:35]=3)[C:28](=[O:41])[N:19]2[C:20]=1[C:21]([OH:23])=[O:22])=[O:12]. Procedure details: A solution of 17 (3.93 g, 4.99 mmol) in CF3CO2H (35%) in CH2Cl2 (45 mL) was stirred at room temperature for 13 h. The solution was condensed under reduced pressure and then CCl4 (30 mL) was added to the residue and evaporated. The resultant solid was crystallized from a mixture of EtOH and ether (2:1) to afford pure 19 (3.28 g, 4.49 mmol) as a white crystal in 90% yield: mp 196-198° C.; 1H NMR (DMSO-d6 /D2O) d 3.60 (br s, 4H, 2×CH2), 3.68, 3.79 (AB, Jgem =19 Hz, 2H, CH2S), 4.65 (s, 2H, OCH2CO), ...